Dataset: the Open Reaction Database (ORD), a public repository of structured organic reaction records. Task: describe an organic reaction: reactants, conditions, products, and yield The reactants are CS(C)=O, CCOC(C)=O, CCN(C(C)C)C(C)C, Cc1ccc(-n2nc(C(C)(C)C)cc2NC(=O)OCC(Cl)(Cl)Cl)cn1, Nc1ccc(OCc2ccncc2)c2ccccc12. Yields the product Cc1ccc(-n2nc(C(C)(C)C)cc2NC(=O)Nc2ccc(OCc3ccncc3)c3ccccc23)cn1. RXN SMILES: [CH3:54][S:55]([CH3:56])=[O:57].[CH3:58][CH2:59][O:60][C:61](=[O:62])[CH3:63].[CH:45]([N:46]([CH:47]([CH3:48])[CH3:49])[CH2:50][CH3:51])([CH3:52])[CH3:53].[Cl:1][C:2]([Cl:3])([Cl:4])[CH2:24][O:25][C:5](=[O:6])[NH:7][c:8]1[cH:9][c:10]([C:20]([CH3:21])([CH3:22])[CH3:23])[n:11][n:12]1-[c:13]1[cH:14][cH:15][c:16]([CH3:19])[n:17][cH:18]1.[NH2:26][c:27]1[cH:28][cH:29][c:30]([O:37][CH2:38][c:39]2[cH:40][cH:41][n:42][cH:43][cH:44]2)[c:31]2[cH:32][cH:33][cH:34][cH:35][c:36]12>>[C:5](=[O:6])([NH:7][c:8]1[cH:9][c:10]([C:20]([CH3:21])([CH3:22])[CH3:23])[n:11][n:12]1-[c:13]1[cH:14][cH:15][c:16]([CH3:19])[n:17][cH:18]1)[NH:26][c:27]1[cH:28][cH:29][c:30]([O:37][CH2:38][c:39]2[cH:40][cH:41][n:42][cH:43][cH:44]2)[c:31]2[cH:32][cH:33][cH:34][cH:35][c:36]12. Reactants: O=C([O-])O, CO, ClC(Cl)Cl, COc1cc2nccc(Cl)c2cc1OC, [Na+], Oc1cccc2ncccc12. The product is COc1cc2nccc(Oc3cccc4ncccc34)c2cc1OC. RXN SMILES: [C:27](=[O:28])([O-:29])[OH:30].[CH3:32][OH:33].[CH:34]([Cl:35])([Cl:36])[Cl:37].[Cl:1][c:2]1[cH:3][cH:4][n:5][c:6]2[cH:7][c:8]([O:14][CH3:15])[c:9]([O:12][CH3:13])[cH:10][c:11]12.[Na+:31].[OH:16][c:17]1[c:18]2[cH:19][cH:20][cH:21][n:22][c:23]2[cH:24][cH:25][cH:26]1>>[c:2]1([O:16][c:17]2[c:18]3[cH:19][cH:20][cH:21][n:22][c:23]3[cH:24][cH:25][cH:26]2)[cH:3][cH:4][n:5][c:6]2[cH:7][c:8]([O:14][CH3:15])[c:9]([O:12][CH3:13])[cH:10][c:11]12. The reactants are O (water), 272A, N1C(=NC2=C1C=CC=C2)C(O)C2=CC=CC=C2 ((1H-benzimidazol-2-yl)phenylmethanol), CN1CC(CC1)O (1-methyl-3-pyrrolidinol), [Na] (sodium). Run in CS(=O)(=O)O (methanesulfonic acid). Yields the product CN1CC(CC1)OC(C1=NC2=C(N1)C=CC=C2)C2=CC=CC=C2 (2-[(1-methylpyrrolidin-3-yloxy)phenyl-methyl]-1H-benzimidazole). Reaction SMILES: [NH:1]1[C:5]2[CH:6]=[CH:7][CH:8]=[CH:9][C:4]=2[N:3]=[C:2]1[CH:10]([C:12]1[CH:17]=[CH:16][CH:15]=[CH:14][CH:13]=1)[OH:11].[CH3:18][N:19]1[CH2:23][CH2:22][CH:21](O)[CH2:20]1.O.[Na]>CS(O)(=O)=O>[CH3:18][N:19]1[CH2:23][CH2:22][CH:21]([O:11][CH:10]([C:12]2[CH:17]=[CH:16][CH:15]=[CH:14][CH:13]=2)[C:2]2[NH:3][C:4]3[CH:9]=[CH:8][CH:7]=[CH:6][C:5]=3[N:1]=2)[CH2:20]1 |^1:25|. Procedure: 272A A mixture of (1H-benzimidazol-2-yl)phenylmethanol (611 mg) and 1-methyl-3-pyrrolidinol (263 mg) in methanesulfonic acid (1.3 mL) is heated for 4 hours in a sealed tube at a temperature close to 140° C. The mixture is cooled back to room temperature, poored into water which is then made alkaline with concentrated sodium hydroxyde solution. The aqueous phase is extracted with ethyl acetate. Pooled extracts are dried over magnesium sulfate, concentrated under reduced pressure. The residue is p... The reactants are CC1=CC=2C3C(NC2C=C1)CCN(C3)CCCC(C3=CC=C(C=C3)F)=O (8-methyl-2-[γ-(p-fluorobenzoyl)propyl]-2,3,4,4a,5,9b-hexahydro-1H-pyrido-[4,3-b]indole), C(C)I (ethyl iodide), C([O-])([O-])=O.[K+].[K+] (potassium carbonate). Solvent: C(C)C(=O)C (methyl ethyl ketone). Reaction conditions: time 20 hour. The product is C(C)N1C2C(C=3C=C(C=CC13)C)CN(CC2)CCCC(C2=CC=C(C=C2)F)=O (5-ethyl-8-methyl-2-[γ-(p-fluorobenzoyl)-propyl]-2,3,4,4a,5,9b-hexahydro-1H-pyrido[4,3-b]indole). RXN SMILES: [CH3:1][C:2]1[CH:10]=[CH:9][C:8]2[NH:7][CH:6]3[CH2:11][CH2:12][N:13]([CH2:15][CH2:16][CH2:17][C:18](=[O:26])[C:19]4[CH:24]=[CH:23][C:22]([F:25])=[CH:21][CH:20]=4)[CH2:14][CH:5]3[C:4]=2[CH:3]=1.[CH2:27](I)[CH3:28].C(=O)([O-])[O-].[K+].[K+]>C(C(C)=O)C>[CH2:27]([N:7]1[C:8]2[CH:9]=[CH:10][C:2]([CH3:1])=[CH:3][C:4]=2[CH:5]2[CH2:14][N:13]([CH2:15][CH2:16][CH2:17][C:18](=[O:26])[C:19]3[CH:20]=[CH:21][C:22]([F:25])=[CH:23][CH:24]=3)[CH2:12][CH2:11][CH:6]12)[CH3:28] |f:2.3.4|. Reported procedure: To methyl ethyl ketone (60 ml) are added 8-methyl-2-[γ-(p-fluorobenzoyl)propyl]-2,3,4,4a,5,9b-hexahydro-1H-pyrido-[4,3-b]indole (6.6 g), ethyl iodide (3.8 g) and potassium carbonate (5.3 g) and the mixture is refluxed with stirring for 20 hours. After cooling, the insoluble materials are filtered off and the filtrate is concentrated. To the resulting residue is added water and the mixture is extracted with benzene. The benzene layer is dried over anhydrous sodium sulfate and distilled to remove ... Reactants: O=C(C=CC1=CC=C(O1)CCCCCCCC(=O)O)CCCCC (8-[5-(3-Oxo-1-octenyl)-2-furyl]-octanoic acid), CO (methanol), ice water. The product is COC(CCCCCCCC=1OC(=CC1)C=CC(CCCCC)=O)=O (8-[5-(3-Oxo-1-octenyl)-2-furyl]-octanoic acid methyl ester). The yield is 79.0%. Reaction SMILES: [O:1]=[C:2]([CH2:20][CH2:21][CH2:22][CH2:23][CH3:24])[CH:3]=[CH:4][C:5]1[O:9][C:8]([CH2:10][CH2:11][CH2:12][CH2:13][CH2:14][CH2:15][CH2:16][C:17]([OH:19])=[O:18])=[CH:7][CH:6]=1.[CH3:25]O>>[CH3:25][O:18][C:17](=[O:19])[CH2:16][CH2:15][CH2:14][CH2:13][CH2:12][CH2:11][CH2:10][C:8]1[O:9][C:5]([CH:4]=[CH:3][C:2](=[O:1])[CH2:20][CH2:21][CH2:22][CH2:23][CH3:24])=[CH:6][CH:7]=1. Reported procedure: II (2.52 g, 0.00755 mole), methanol (30 ml), and ethyl ether-borontrifluoride complex (0.24 g) were stirred and heated under reflux for 1 hour. After cooling, the reaction mixture was poured into ice-water (150 ml) and extracted with two 80-ml portions of ether. The combined ethereal extracts were washed with cold 10% sodium carbonate (50 ml) and then with two 50-ml portions of cold water. The ethereal solution was dried over magnesium sulfate and evaporated to dryness from a water bath (60°C), ... Starting materials: [Br-], COC(=O)Cc1c(C)nc2sc(-c3ccc(OC)cc3)nn12, CN(C)C=O, COC=O, [H-], [Na+], O. The product is COC=C(C(=O)OC)c1c(C)nc2sc(-c3ccc(OC)cc3)nn12. As a reaction SMILES: [Br-:23].[CH3:1][O:2][c:3]1[cH:4][cH:5][c:6](-[c:9]2[n:10][n:11]3[c:12]([s:13]2)[n:14][c:15]([CH3:22])[c:16]3[CH2:17][C:18](=[O:19])[O:20][CH3:21])[cH:7][cH:8]1.[CH3:31][N:32]([CH3:33])[CH:34]=[O:35].[CH:27](=[O:28])[O:29][CH3:30].[H-:24].[Na+:25].[OH2:26]>>[CH3:1][O:2][c:3]1[cH:4][cH:5][c:6](-[c:9]2[n:10][n:11]3[c:12]([s:13]2)[n:14][c:15]([CH3:22])[c:16]3[C:17]([C:18](=[O:19])[O:20][CH3:21])=[CH:27][O:29][CH3:30])[cH:7][cH:8]1.